From a dataset of the Open Reaction Database (ORD), a public repository of structured organic reaction records. describe an organic reaction: reactants, conditions, products, and yield Reactants: O=O (O2), O=C(CC(=O)OC)CCCCCCCCCCC (methyl 3-oxotetradecanoate), CO (methanol), Ru2Cl4 (COD)2. Solvent: ClCCl (dichloromethane). Conditions: time 19 hour. The product is O[C@@H](CC(=O)OC)CCCCCCCCCCC (methyl (R)-3-hydroxytetradecanoate). Isolated yield 98.5%. RXN SMILES: O=O.[O:3]=[C:4]([CH2:10][CH2:11][CH2:12][CH2:13][CH2:14][CH2:15][CH2:16][CH2:17][CH2:18][CH2:19][CH3:20])[CH2:5][C:6]([O:8][CH3:9])=[O:7].CO>ClCCl>[OH:3][C@H:4]([CH2:10][CH2:11][CH2:12][CH2:13][CH2:14][CH2:15][CH2:16][CH2:17][CH2:18][CH2:19][CH3:20])[CH2:5][C:6]([O:8][CH3:9])=[O:7]. Reported procedure: A 500 ml autoclave was charged in a glove box (O2 content <1 ppm) with 46.2 g (180 mmol) of methyl 3-oxotetradecanoate, 131 ml of methanol and a solution of 2.1 mg (0.0036 mmol) of (R)-MeOBIPHEP and 1.08 mg (0.0018 mmol) of Ru2Cl4 (COD)2 (CH3CN) [Lit.: E. Singleton et al., S. Afr. Tydskr. Chem. 40, 183 (1987)] in 5 ml of dichloromethane. The hydrogenation was effected at 80° C. and 35 bar. The conversion amounted to >99% after 19 hours. The hydrogenation solution was concentrated at 50° C./17 mb... Yields the product Nc1ccc(Cl)c(Br)c1. As a reaction SMILES: [CH3:16][CH2:17][OH:18].[Cl:3][c:4]1[c:5]([Br:13])[cH:6][c:7]([N+:10]([O-:11])=[O:12])[cH:8][cH:9]1.[ClH:2].[Fe:19].[Na+:15].[OH-:14].[OH2:1]>>[Cl:3][c:4]1[c:5]([Br:13])[cH:6][c:7]([NH2:10])[cH:8][cH:9]1. Starting materials: CCO, O=[N+]([O-])c1ccc(Cl)c(Br)c1, Cl, [Fe], [Na+], [OH-], O. Reactants: O=C(Cl)C(=O)Cl, CN(C)C=O, ClCCl, Cl, O=C(O)C1CCN(c2ccncc2)CC1. Yields the product [Cl-], O=C([O-])C1CCN(c2ccncc2)CC1. RXN SMILES: [C:22]([Cl:23])(=[O:24])[C:26]([Cl:25])=[O:27].[CH3:17][N:18]([CH3:19])[CH:20]=[O:21].[Cl:28][CH2:29][Cl:30].[ClH:1].[n:2]1[cH:3][cH:4][c:5]([N:8]2[CH2:9][CH2:10][CH:11]([C:14](=[O:15])[OH:16])[CH2:12][CH2:13]2)[cH:6][cH:7]1>>[Cl-:25].[n:2]1[cH:3][cH:4][c:5]([N:8]2[CH2:9][CH2:10][CH:11]([C:14](=[O:15])[O-:16])[CH2:12][CH2:13]2)[cH:6][cH:7]1. The reactants are C(C)C1=C(N)C(=CC=C1)CC (2,6-Diethylaniline), dimethyl acetal, ClCC=O (2-chloroacetaldehyde), C([O-])([O-])=O.[Na+].[Na+] (sodium carbonate). Conditions: temperature 150 celsius. Product: dimethyl acetal, CC1=C(NCC=O)C(=CC=C1)C (2-(2,6-dimethylanilino)acetaldehyde). As a reaction SMILES: [CH2:1]([C:3]1[CH:9]=[CH:8][CH:7]=[C:6]([CH2:10]C)[C:4]=1[NH2:5])C.Cl[CH2:13][CH:14]=[O:15].C(=O)([O-])[O-].[Na+].[Na+]>>[CH3:10][C:6]1[CH:7]=[CH:8][CH:9]=[C:3]([CH3:1])[C:4]=1[NH:5][CH2:13][CH:14]=[O:15] |f:2.3.4|. Procedure: 2,6-Diethylaniline (100 grams), the dimethyl acetal of 2-chloroacetaldehyde (37.5 grams) and sodium carbonate (31.8 grams) were charged into a glass reaction vessel equipped with a mechanical stirrer, thermometer and reflux condenser. The reaction mixture was heated at 150°C for a period of about 30 hours. After this time the mixture was filtered and the filtrate was distilled to yield the desired product the dimethyl acetal of 2-(2,6-dimethylanilino)acetaldehyde having a boiling point of 120°C ... Starting materials: [Tl+] (thallium(I)), B(Br)(Br)Br (boron tribromide), COC1=CC=C(C=C1)C2=CC(=O)C3=C(C=C(C=C3O2)OC)OC (apigenin trimethyl ether), B(Br)(Br)Br (boron tribromide). The product is COC1=CC=C(C=C1)C2=CC(=O)C3=C(C=C(C=C3O2)OC)O (apigenin 7,4′-dimethyl ether). RXN SMILES: [Tl+].[CH3:2][O:3][C:4]1[CH:9]=[CH:8][C:7]([C:10]2[O:20][C:19]3[C:14](=[C:15]([O:23]C)[CH:16]=[C:17]([O:21][CH3:22])[CH:18]=3)[C:12](=[O:13])[CH:11]=2)=[CH:6][CH:5]=1.B(Br)(Br)Br>>[CH3:2][O:3][C:4]1[CH:5]=[CH:6][C:7]([C:10]2[O:20][C:19]3[C:14](=[C:15]([OH:23])[CH:16]=[C:17]([O:21][CH3:22])[CH:18]=3)[C:12](=[O:13])[CH:11]=2)=[CH:8][CH:9]=1. Procedure details: The desired 6-iodinated species was prepared in excellent yield with almost exclusive regioselectivity by exploiting the ortho-directing capabilities of thallium(I) salts in the iodination of phenols14 (Scheme 2). Selective demethylation of apigenin trimethyl ether (5b) in the 5-position may be accomplished with boron tribromide in an amount generally ranging between about 0.9 equiv and about 3.0 equiv, preferably about 1.1 equiv boron tribromide, to afford apigenin 7,4′-dimethyl ether (6). The ... Reactants: COc1cc(Cl)cc(C)c1Nc1nc2c(Cl)ccc(C(O)(C(C)C)C(C)C)c2n1C, O=C(O)C(F)(F)F. The product is COc1cc(Cl)cc(C)c1Nc1nc2c(Cl)ccc(C(=C(C)C)C(C)C)c2n1C. Reaction SMILES: [Cl:1][c:2]1[cH:3][cH:4][c:5]([C:23]([CH:24]([CH3:25])[CH3:26])([CH:27]([CH3:28])[CH3:29])[OH:30])[c:6]2[n:7]([CH3:22])[c:8]([NH:11][c:12]3[c:13]([O:20][CH3:21])[cH:14][c:15]([Cl:19])[cH:16][c:17]3[CH3:18])[n:9][c:10]12.[OH:31][C:32]([C:33]([F:34])([F:35])[F:36])=[O:37]>>[Cl:1][c:2]1[cH:3][cH:4][c:5]([C:23](=[C:24]([CH3:25])[CH3:26])[CH:27]([CH3:28])[CH3:29])[c:6]2[n:7]([CH3:22])[c:8]([NH:11][c:12]3[c:13]([O:20][CH3:21])[cH:14][c:15]([Cl:19])[cH:16][c:17]3[CH3:18])[n:9][c:10]12. Procedure details: In analogy to the procedure described for the synthesis of example 44 (step c), the title compound [(3S,4R)-4-(4-chloro-phenyl)-1-(tetrahydro-pyran-4-carbonyl)-pyrrolidin-3-yl]-methyl-carbamic acid 4-fluoro-phenyl ester was prepared from [(3S,4R)-4-(4-chloro-phenyl)-pyrrolidin-3-yl]-methyl-carbamic acid 4-fluoro-phenyl ester instead of rac-[(3S,4R)-4-(3,4-dichloro-phenyl)-pyrrolidin-3-yl]-methyl-carbamic acid 4-fluoro-phenyl ester using tetrahydropyran-4-yl-carboxylic acid instead of 1-methylcyc... Yields the product FC1=CC=C(C=C1)OC(N(C)[C@@H]1CN(C[C@H]1C1=CC=C(C=C1)Cl)C(=O)C1CCOCC1)=O ([(3S,4R)-4-(4-chloro-phenyl)-1-(tetrahydro-pyran-4-carbonyl)-pyrrolidin-3-yl]-methyl-carbamic acid 4-fluoro-phenyl ester). Reactants: FC1=CC=C(C=C1)OC(N(C)[C@@H]1CNC[C@H]1C1=CC=C(C=C1)Cl)=O ([(3S,4R)-4-(4-chloro-phenyl)-pyrrolidin-3-yl]-methyl-carbamic acid 4-fluoro-phenyl ester), O1CCC(CC1)C(=O)O (tetrahydropyran-4-yl-carboxylic acid). As a reaction SMILES: [F:1][C:2]1[CH:7]=[CH:6][C:5]([O:8][C:9](=[O:24])[N:10]([C@H:12]2[C@H:16]([C:17]3[CH:22]=[CH:21][C:20]([Cl:23])=[CH:19][CH:18]=3)[CH2:15][NH:14][CH2:13]2)[CH3:11])=[CH:4][CH:3]=1.[O:25]1[CH2:30][CH2:29][CH:28]([C:31](O)=[O:32])[CH2:27][CH2:26]1>>[F:1][C:2]1[CH:7]=[CH:6][C:5]([O:8][C:9](=[O:24])[N:10]([C@H:12]2[C@H:16]([C:17]3[CH:22]=[CH:21][C:20]([Cl:23])=[CH:19][CH:18]=3)[CH2:15][N:14]([C:31]([CH:28]3[CH2:29][CH2:30][O:25][CH2:26][CH2:27]3)=[O:32])[CH2:13]2)[CH3:11])=[CH:4][CH:3]=1. Starting materials: OC(C(=O)OCCCC)(CO)C (n-butyl 2,3-dihydroxyisobutyrate), ClC1=C(C=O)C=C(C=C1)[N+](=O)[O-] (2-chloro-5-nitrobenzaldehyde), O (water). Reagents/catalysts: C1(=CC=C(C=C1)S(=O)(=O)O)C (p-toluenesulfonic acid). The solvent is C1(=CC=CC=C1)C (toluene). Yields the product CC1(COC(O1)C=1C=C(C=CC1Cl)[N+](=O)[O-])C(=O)OCCCC (3-(5-methyl-5-n-butyloxycarbonyl-1,3-dioxolan-2-yl)-4-chloronitrobenzene). The yield is 101.6%. As a reaction SMILES: [OH:1][C:2]([CH3:12])([CH2:10][OH:11])[C:3]([O:5][CH2:6][CH2:7][CH2:8][CH3:9])=[O:4].[Cl:13][C:14]1[CH:21]=[CH:20][C:19]([N+:22]([O-:24])=[O:23])=[CH:18][C:15]=1[CH:16]=O.O>C1(C)C=CC=CC=1.C1(C)C=CC(S(O)(=O)=O)=CC=1>[CH3:12][C:2]1([C:3]([O:5][CH2:6][CH2:7][CH2:8][CH3:9])=[O:4])[O:1][CH:16]([C:15]2[CH:18]=[C:19]([N+:22]([O-:24])=[O:23])[CH:20]=[CH:21][C:14]=2[Cl:13])[O:11][CH2:10]1. Reported procedure: 19.4 g of n-butyl 2,3-dihydroxyisobutyrate is added to 18.6 g of 2-chloro-5-nitrobenzaldehyde and 0.5 g of p-toluenesulfonic acid in 250 ml of toluene, and the mixture is refluxed for 5 hours using a water separator. The mixture is cooled, the solvent is removed and the remainder is dried in a high vacuum. There is obtained 35 g of 3-(5-methyl-5-n-butyloxycarbonyl-1,3-dioxolan-2-yl)-4-chloronitrobenzene (oil). Starting materials: [N+](=O)([O-])C1=CC=C(C=C1)CCCC(=O)OC (methyl 4-(4-nitrophenyl)butanoate), [N+](=O)([O-])C1=C(C=CC=C1)CCCC(=O)OC (methyl 4-(2-nitrophenyl)butanoate). The reagents and catalysts are [Pd] (Pd/C). The solvent is CO (methanol). The product is NC1=CC=C(C=C1)CCCC(=O)OC (methyl 4-(4-aminophenyl)butanoate). Isolated yield 41.0%. RXN SMILES: [N+:1]([C:4]1[CH:9]=[CH:8][C:7]([CH2:10][CH2:11][CH2:12][C:13]([O:15][CH3:16])=[O:14])=[CH:6][CH:5]=1)([O-])=O.[N+](C1C=CC=CC=1CCCC(OC)=O)([O-])=O>CO.[Pd]>[NH2:1][C:4]1[CH:5]=[CH:6][C:7]([CH2:10][CH2:11][CH2:12][C:13]([O:15][CH3:16])=[O:14])=[CH:8][CH:9]=1. Procedure: A mixture of methyl 4-(4-nitrophenyl)butanoate and methyl 4-(2-nitrophenyl)butanoate (2.24 g, 10.03 mmol) and 0.2 g of 10% Pd/C in 40 mL of methanol was vigorously stirred under hydrogen air. The mixture was stirred for 4 h at room temperature (monitored by TLC), and filtered through Celite. The solvent was evaporated. The residue was purified by chromatography to give the title compound (0.80 g, 41%): NMR (400 MHz in CDCl3, Bruker AVANCE-400): δ 1.89 (m, 2H, CH2), 2.31 (t, 2H, CH2—CH2—COOMe), 2... Starting materials: N1(C=CC=2C=NC=CC21)C(=O)OC(C)(C)C (tert-butyl 1H-pyrrolo[3,2-c]pyridine-1-carboxylate), C(C)(=O)O (acetic acid). The reagents and catalysts are [OH-].[OH-].[Pd+2] (palladium hydroxide on carbon). Solvent: C(C)O (ethanol). Product: N1(CCC2CNCCC21)C(=O)OC(C)(C)C (tert-butyl octahydro-1H-pyrrolo[3,2-c]pyridine-1-carboxylate). The yield is 74.6%. RXN SMILES: [N:1]1([C:10]([O:12][C:13]([CH3:16])([CH3:15])[CH3:14])=[O:11])[C:9]2[CH:8]=[CH:7][N:6]=[CH:5][C:4]=2[CH:3]=[CH:2]1.C(O)(=O)C>C(O)C.[OH-].[OH-].[Pd+2]>[N:1]1([C:10]([O:12][C:13]([CH3:16])([CH3:15])[CH3:14])=[O:11])[CH:9]2[CH:4]([CH2:5][NH:6][CH2:7][CH2:8]2)[CH2:3][CH2:2]1 |f:3.4.5|. Procedure: A mixture of tert-butyl 1H-pyrrolo[3,2-c]pyridine-1-carboxylate (2.45 g, 11.23 mmol) and palladium hydroxide on carbon (20%, 1 g, 1.424 mmol) in ethanol (8 ml)/acetic acid (16 mL) was hydrogenated at 50 psi and 60° C. overnight. The reaction mixture was filtered through celite. Solvent was evaporated in vacuo and the residue was diluted with dichloromethane and washed with saturated sodium bicarbonate. The aqueous layer was extracted with dichloromethane two more times. The combined organic laye...